This data is from the Open Reaction Database (ORD), a public repository of structured organic reaction records. The task is: describe an organic reaction: reactants, conditions, products, and yield The reactants are ClC1=NC(=CC(=C1C=O)C(=O)N1CCCC1)Cl (2,6-dichloro-4-(pyrrolidine-1-carbonyl)-pyridine-3-carbaldehyde), [BH4-].[Na+] (sodium borohydride). Run in CCO (EtOH). Run at time 1 hour. Yields the product ClC1=NC(=CC(=C1CO)C(=O)N1CCCC1)Cl ((2,6-dichloro-3-hydroxymethyl-pyridin-4-yl)-pyrrolidin-1-yl-methanone). Reaction SMILES: [Cl:1][C:2]1[C:7]([CH:8]=[O:9])=[C:6]([C:10]([N:12]2[CH2:16][CH2:15][CH2:14][CH2:13]2)=[O:11])[CH:5]=[C:4]([Cl:17])[N:3]=1.[BH4-].[Na+]>CCO>[Cl:1][C:2]1[C:7]([CH2:8][OH:9])=[C:6]([C:10]([N:12]2[CH2:13][CH2:14][CH2:15][CH2:16]2)=[O:11])[CH:5]=[C:4]([Cl:17])[N:3]=1 |f:1.2|. Procedure: A mixture of the above aldehyde and sodium borohydride (400 mg, 10 mmol) in EtOH (50 mL) is stirred at room temperature for 1 hour. After evaporation of EtOH, EtOAc (40 mL) and water (40 mL) are added to the residue. The organic layer is separated, washed once with 1 N NaOH, 1N HCl and brine, dried (Na2SO4) and concentrated. The residue is chromatographed on silica gel (1:1 hexane:EtOAc) to give (2,6-dichloro-3-hydroxymethyl-pyridin-4-yl)-pyrrolidin-1-yl-methanone.